From a dataset of the Open Reaction Database (ORD), a public repository of structured organic reaction records. describe an organic reaction: reactants, conditions, products, and yield The reactants are Cl (HCl), FC1=C2C=NN(C2=CC(=C1CC1=CN=C2N1N=C(C=C2)C=2C=NN(C2)CCOC2OCCCC2)F)C (3-(4,6-difluoro-1-methyl-1H-indazol-5-ylmethyl)-6-{1-[2-(tetrahydro-pyran-2-yloxy)-ethyl]-1H-pyrazol-4-yl}-imidazo[1,2-b]pyridazine), solution, C(=O)(O)[O-].[Na+] (NaHCO3). Solvent: O1CCOCC1 (dioxane), O1CCOCC1 (dioxane). Run at time 1 hour. Yields the product FC1=C2C=NN(C2=CC(=C1CC1=CN=C2N1N=C(C=C2)C=2C=NN(C2)CCO)F)C (2-{4-[3-(4,6-Difluoro-1-methyl-1H-indazol-5-ylmethyl)-imidazo[1,2-b]pyridazin-6-yl]-pyrazol-1-yl}-ethanol). RXN SMILES: [F:1][C:2]1[C:10]([CH2:11][C:12]2[N:16]3[N:17]=[C:18]([C:21]4[CH:22]=[N:23][N:24]([CH2:26][CH2:27][O:28]C5CCCCO5)[CH:25]=4)[CH:19]=[CH:20][C:15]3=[N:14][CH:13]=2)=[C:9]([F:35])[CH:8]=[C:7]2[C:3]=1[CH:4]=[N:5][N:6]2[CH3:36].Cl.C([O-])(O)=O.[Na+]>O1CCOCC1>[F:1][C:2]1[C:10]([CH2:11][C:12]2[N:16]3[N:17]=[C:18]([C:21]4[CH:22]=[N:23][N:24]([CH2:26][CH2:27][OH:28])[CH:25]=4)[CH:19]=[CH:20][C:15]3=[N:14][CH:13]=2)=[C:9]([F:35])[CH:8]=[C:7]2[C:3]=1[CH:4]=[N:5][N:6]2[CH3:36] |f:2.3|. Procedure details: To a solution of 3-(4,6-difluoro-1-methyl-1H-indazol-5-ylmethyl)-6-{1-[2-(tetrahydro-pyran-2-yloxy)-ethyl]-1H-pyrazol-4-yl}-imidazo[1,2-b]pyridazine (Stage 285.1, 30 mg, 0.061 mmol) in dioxane (2 mL) stirred at 0° C. was added a solution of HCl in dioxane (4 M, 0.152 mL). The RM was stirred 1 h at rt, poured in a solution 10% NaHCO3, and the aqueous phase was extracted with DCM. The combined organic phases were dried over MgSO4 and concentrated under reduced pressure. The residue was purified by...